Dataset: the Open Reaction Database (ORD), a public repository of structured organic reaction records. Task: describe an organic reaction: reactants, conditions, products, and yield The reactants are N1CCC(CC1)C(=O)OCC (ethyl piperidin-4-ylcarboxylate), C(C=C)OC1=CC=C(C=O)C=C1 (4-(2-propen-1-yloxy)benzaldehyde). The solvent is C(C)O (ethanol), O (water). Reaction conditions: time 18 hour. Yields the product C(C=C)OC1=CC=C(C=C1)CN1CCC(CC1)C(=O)OCC (ethyl N-[4-(2-propen-1-yloxy)phenylmethyl]piperidin-4-ylcarboxylate). Isolated yield 98.9%. Reaction SMILES: [NH:1]1[CH2:6][CH2:5][CH:4]([C:7]([O:9][CH2:10][CH3:11])=[O:8])[CH2:3][CH2:2]1.[CH2:12]([O:15][C:16]1[CH:23]=[CH:22][C:19]([CH:20]=O)=[CH:18][CH:17]=1)[CH:13]=[CH2:14]>C(O)C.O>[CH2:12]([O:15][C:16]1[CH:17]=[CH:18][C:19]([CH2:20][N:1]2[CH2:6][CH2:5][CH:4]([C:7]([O:9][CH2:10][CH3:11])=[O:8])[CH2:3][CH2:2]2)=[CH:22][CH:23]=1)[CH:13]=[CH2:14]. Reported procedure: The reaction conditions taught by A. E. Moormann, Syn. Comm., 23(6), 789-795 (1993) were used in the following preparation. To a stirred solution of 4.8 grams (0.030 mole) of ethyl piperidin-4-ylcarboxylate and 4.9 grams (0.030 mole) of 4-(2-propen-1-yloxy)benzaldehyde in 50 mL of ethanol was added 3.8 mL (0.030 mole) of borane-pyridine complex. Upon completion of addition, the reaction mixture was stirred at ambient temperature for about 18 hours. The reaction mixture was then taken up in water... Starting materials: 1—chloroform, CO (methanol), [Si](C)(C)(C(C)(C)C)OC=1C=C(CCC(=S)O)C=CC1OC (3-[(tert-Butyldimethylsilyl)oxy]-4-methoxybenzylthio acetic acid), solution, [F-].C(CCC)[N+](CCCC)(CCCC)CCCC (tetra-n-butyl ammonium fluoride), O (Water). Run in C(C)(=O)OCC (ethyl acetate), C(Cl)(Cl)Cl (chloroform), O1CCCC1 (tetrahydrofuran), O1CCCC1 (tetrahydrofuran). Conditions: time 2 hour. Product: OC=1C=C(CCC(=S)O)C=CC1OC (3-Hydroxy-4-methoxybenzylthio acetic acid). Yield: 50.0%. Reaction SMILES: [Si]([O:8][C:9]1[CH:10]=[C:11]([CH:17]=[CH:18][C:19]=1[O:20][CH3:21])[CH2:12][CH2:13][C:14]([OH:16])=[S:15])(C(C)(C)C)(C)C.[F-].C([N+](CCCC)(CCCC)CCCC)CCC.CO.O>O1CCCC1.C(OCC)(=O)C.C(Cl)(Cl)Cl>[OH:8][C:9]1[CH:10]=[C:11]([CH:17]=[CH:18][C:19]=1[O:20][CH3:21])[CH2:12][CH2:13][C:14]([OH:16])=[S:15] |f:1.2|. Procedure details: To a cooled solution of 3-[(tert-Butyldimethylsilyl)oxy]-4-methoxybenzylthio acetic acid 16 (8.75 g, 25.5 mmol) in tetrahydrofuran (40 mL) was added 1.0 M solution of tetra-n-butyl ammonium fluoride in tetrahydrofuran (6.68 g or 25.54 mL, 25.5 mmol) slowly and stirred under nitrogen for 2 h at room temperature. The progress of the reaction was monitored by TLC (9:1—chloroform:methanol on silica gel plate). Water was added to the reaction mixture and extracted with ethyl acetate. The organic laye...